This data is from the Open Reaction Database (ORD), a public repository of structured organic reaction records. The task is: describe an organic reaction: reactants, conditions, products, and yield The reactants are CC1(OB(OC1(C)C)C1=CCN(CC1)C(=O)OC(C)(C)C)C (Tert-butyl 4-(4,4,5,5-tetramethyl-1,3,2-dioxaborolan-2-yl)-5,6-dihydropyridine-1(2H)-carboxylate), Cl (HCl). The solvent is ClCCl (dichloromethane), C(C)(C)O (isopropanol). Product: [Cl-].CC1(OB(OC1(C)C)C=1CC[NH2+]CC1)C (4-(4,4,5,5-Tetramethyl-1,3,2-dioxaborolan-2-yl)-1,2,3,6-tetrahydropyridinium chloride). Reaction SMILES: [CH3:1][C:2]1([CH3:22])[C:6]([CH3:8])([CH3:7])[O:5][B:4]([C:9]2[CH2:14][CH2:13][N:12](C(OC(C)(C)C)=O)[CH2:11][CH:10]=2)[O:3]1.[ClH:23]>ClCCl.C(O)(C)C>[Cl-:23].[CH3:7][C:6]1([CH3:8])[C:2]([CH3:1])([CH3:22])[O:3][B:4]([C:9]2[CH2:14][CH2:13][NH2+:12][CH2:11][CH:10]=2)[O:5]1 |f:4.5|. Procedure: Tert-butyl 4-(4,4,5,5-tetramethyl-1,3,2-dioxaborolan-2-yl)-5,6-dihydropyridine-1(2H)-carboxylate (10 g) is dissolved in dichloromethane (100 mL) and 5 M HCl in isopropanol (120 mL) and stirred for 12 hours. The solvents are evaporated, the residue is redissolved in toluene and the solvent is again evaporated to give the title compound. Yield: 8 g; LC (method 11): tR=0.68 min; Mass spectrum (ESI+): m/z=210 [M+H]+. Starting materials: vinyl enolate, BrN1C(CCC1=O)=O (N-Bromosuccinimide), ClC1=NC=CC(=C1)[N+](=O)[O-] (2-chloro-4-nitropyridine), C(CCC)[Sn](C(=C)OCC)(CCCC)CCCC (Tributyl(1-ethoxyvinyl)tin). The reagents and catalysts are [Pd].C1(=CC=CC=C1)P(C1=CC=CC=C1)C1=CC=CC=C1.C1(=CC=CC=C1)P(C1=CC=CC=C1)C1=CC=CC=C1.C1(=CC=CC=C1)P(C1=CC=CC=C1)C1=CC=CC=C1.C1(=CC=CC=C1)P(C1=CC=CC=C1)C1=CC=CC=C1 (Tetrakis(triphenylphosphine) palladium(0)). Run in C1(=CC=CC=C1)C (Toluene), C(C)(=O)OCC (ethyl acetate). Conditions: temperature 110 celsius, time 1 hour. Yields the product BrCC(=O)C1=NC=CC(=C1)[N+](=O)[O-] (2-bromo-1-(4-nitropyridin-2-yl)ethanone). Isolated yield 71.2%. As a reaction SMILES: Cl[C:2]1[CH:7]=[C:6]([N+:8]([O-:10])=[O:9])[CH:5]=[CH:4][N:3]=1.C([Sn](CCCC)(CCCC)[C:16]([O:18]CC)=[CH2:17])CCC.[Br:29]N1C(=O)CCC1=O>C1(C)C=CC=CC=1.C(OCC)(=O)C.[Pd].C1(P(C2C=CC=CC=2)C2C=CC=CC=2)C=CC=CC=1.C1(P(C2C=CC=CC=2)C2C=CC=CC=2)C=CC=CC=1.C1(P(C2C=CC=CC=2)C2C=CC=CC=2)C=CC=CC=1.C1(P(C2C=CC=CC=2)C2C=CC=CC=2)C=CC=CC=1>[Br:29][CH2:18][C:16]([C:2]1[CH:7]=[C:6]([N+:8]([O-:10])=[O:9])[CH:5]=[CH:4][N:3]=1)=[O:17] |f:5.6.7.8.9|. Procedure details: Tetrakis(triphenylphosphine) palladium(0) (0.364 g, 0.315 mmol) was added to a solution containing 2-chloro-4-nitropyridine (1 g, 6.31 mmol) and Tributyl(1-ethoxyvinyl)tin (2.149 ml, 6.31 mmol) in Toluene (12.61 ml). In a capped vial, the reaction was heated to 110° C. for overnight. LC/MS verified that the vinyl enolate intermediate formed. The reaction was cooled to room temperature, filtered thru a plug of Celite and the filtrate concentrated. The resulting residue was diluted with THF (20 mL... The reactants are ice, P(Cl)(Cl)(Cl)(Cl)Cl (phosphorus pentachloride), N1=CC=CC=C1 (pyridine), C1(=CC=CC=C1)CC(=O)NC1[C@@H]2N(C(=C(CS2)C=C)C(=S)OCC2=CC=C(C=C2)[N+](=O)[O-])C1=O (p-nitrobenzyl 7-(2-phenylacetamido)-3-vinylthio-3-cephem-4-carboxylate), C(C)(C)OC(C)C (Diisopropyl ether). Run in O (Water), CO (methanol), C(Cl)Cl (methylene chloride). Conditions: time 2 hour. The product is Cl.NC1[C@@H]2N(C(=C(CS2)C=C)C(=S)OCC2=CC=C(C=C2)[N+](=O)[O-])C1=O (p-nitrobenzyl 7-amino-3-vinylthio-3-cephem-4-carboxylate hydrochloride). Isolated yield 72.2%. RXN SMILES: P(Cl)(Cl)(Cl)(Cl)[Cl:2].N1C=CC=CC=1.C1(CC([NH:22][CH:23]2[C:45](=[O:46])[N:25]3[C:26]([C:32]([O:34][CH2:35][C:36]4[CH:41]=[CH:40][C:39]([N+:42]([O-:44])=[O:43])=[CH:38][CH:37]=4)=[S:33])=[C:27]([CH:30]=[CH2:31])[CH2:28][S:29][C@H:24]23)=O)C=CC=CC=1.C(OC(C)C)(C)C>C(Cl)Cl.O.CO>[ClH:2].[NH2:22][CH:23]1[C:45](=[O:46])[N:25]2[C:26]([C:32]([O:34][CH2:35][C:36]3[CH:41]=[CH:40][C:39]([N+:42]([O-:44])=[O:43])=[CH:38][CH:37]=3)=[S:33])=[C:27]([CH:30]=[CH2:31])[CH2:28][S:29][C@H:24]12 |f:7.8|. Reported procedure: To a suspension of phosphorus pentachloride (366 mg) in methylene chloride (6 ml) was added pyridine (0.142 ml) at -30° C. After the mixture was stirred for 30 minutes at the same temperature, p-nitrobenzyl 7-(2-phenylacetamido)-3-vinylthio-3-cephem-4-carboxylate (300 mg) was added thereto at -30° C. The mixture was stirred for 1 hour under the ice-cooling to the mixture was added methanol (0.38 ml) at -30° C., and the mixture was stirred for 2 hours at -15°~-20° C. Water (0.4 ml) was added ther... Reactants: Cl.ClCC1=CN(C2=CC=CC=C2C1=O)C (3-Chloromethyl-1-methyl-4-quinolone hydrochloride), CS(=O)[O-].[Na+] (sodium methanesulphinate). The solvent is CN(C=O)C (dimethylformamide). Reaction conditions: time 16 hour. Product: CN1C=C(C(C2=CC=CC=C12)=O)CS(=O)(=O)C (1-methyl-3-methylsulphonylmethyl-4-quinolone). RXN SMILES: Cl.Cl[CH2:3][C:4]1[C:13](=[O:14])[C:12]2[C:7](=[CH:8][CH:9]=[CH:10][CH:11]=2)[N:6]([CH3:15])[CH:5]=1.[CH3:16][S:17]([O-:19])=[O:18].[Na+]>CN(C)C=O>[CH3:15][N:6]1[C:7]2[C:12](=[CH:11][CH:10]=[CH:9][CH:8]=2)[C:13](=[O:14])[C:4]([CH2:3][S:17]([CH3:16])(=[O:19])=[O:18])=[CH:5]1 |f:0.1,2.3|. Procedure: 3-Chloromethyl-1-methyl-4-quinolone hydrochloride (2.0 g.) was added portionwise during 1 minute to a stirred suspension of sodium methanesulphinate (5.0 g.) in anhydrous dimethylformamide (70 ml.) at room temperature. The mixture was stirred at this temperature for 16 hours, then evaporated to dryness. The residue was triturated with water (50 ml.), filtered, the filtrate basified with aqueous sodium hydroxide and then extracted with dichloromethane (2×50 ml.). The combined extracts were dried ...